From a dataset of the Open Reaction Database (ORD), a public repository of structured organic reaction records. describe an organic reaction: reactants, conditions, products, and yield Starting materials: C(C)(C)(C)OC(C(C)(C)SC=1SC=C(N1)CCNC1=NC=C(C=N1)Br)=O (2-[(4-{2-[(5-bromopyrimidin-2-yl)amino]ethyl}-1,3-thiazol-2-yl)thio]-2-methylpropionic acid tert-butyl ester), FC(C=1C=C(C=CC1)OB(O)O)(F)F (3-(trifluoromethyl)phenylboric acid), O (water). Reagents/catalysts: C=1C=CC(=CC1)[P](C=2C=CC=CC2)(C=3C=CC=CC3)[Pd]([P](C=4C=CC=CC4)(C=5C=CC=CC5)C=6C=CC=CC6)([P](C=7C=CC=CC7)(C=8C=CC=CC8)C=9C=CC=CC9)[P](C=1C=CC=CC1)(C=1C=CC=CC1)C=1C=CC=CC1 (tetrakis(triphenylphosphine)palladium). Solvent: C([O-])([O-])=O.[Na+].[Na+] (sodium carbonate), O1CCOCC1 (dioxane). Yields the product C(C)(C)(C)OC(C(C)(SC=1SC=C(N1)CCNC1=NC=C(C=N1)C1=CC(=CC=C1)C(F)(F)F)C)=O (2-methyl-2-({4-[2-({5-[3-(trifluoromethyl)phenyl]pyrimidin-2-yl}amino)ethyl]-1,3-thiazol-2-yl}thio)propionic acid tert-butyl ester). Yield: 91.9%. RXN SMILES: [C:1]([O:5][C:6](=[O:26])[C:7]([S:10][C:11]1[S:12][CH:13]=[C:14]([CH2:16][CH2:17][NH:18][C:19]2[N:24]=[CH:23][C:22](Br)=[CH:21][N:20]=2)[N:15]=1)([CH3:9])[CH3:8])([CH3:4])([CH3:3])[CH3:2].[F:27][C:28]([F:40])([F:39])[C:29]1[CH:30]=[C:31](OB(O)O)[CH:32]=[CH:33][CH:34]=1.O>O1CCOCC1.C(=O)([O-])[O-].[Na+].[Na+].C1C=CC([P]([Pd]([P](C2C=CC=CC=2)(C2C=CC=CC=2)C2C=CC=CC=2)([P](C2C=CC=CC=2)(C2C=CC=CC=2)C2C=CC=CC=2)[P](C2C=CC=CC=2)(C2C=CC=CC=2)C2C=CC=CC=2)(C2C=CC=CC=2)C2C=CC=CC=2)=CC=1>[C:1]([O:5][C:6](=[O:26])[C:7]([CH3:9])([S:10][C:11]1[S:12][CH:13]=[C:14]([CH2:16][CH2:17][NH:18][C:19]2[N:24]=[CH:23][C:22]([C:33]3[CH:32]=[CH:31][CH:30]=[C:29]([C:28]([F:40])([F:39])[F:27])[CH:34]=3)=[CH:21][N:20]=2)[N:15]=1)[CH3:8])([CH3:4])([CH3:3])[CH3:2] |f:4.5.6,^1:57,59,78,97|. Reported procedure: Under nitrogen atmosphere, 2-[(4-{2-[(5-bromopyrimidin-2-yl)amino]ethyl}-1,3-thiazol-2-yl)thio]-2-methylpropionic acid tert-butyl ester (920 mg) synthesized in Example 162-1 and 3-(trifluoromethyl)phenylboric acid (380 mg) were dissolved in dioxane (10 mL) and 2 mol/L sodium carbonate (5 mL), tetrakis(triphenylphosphine)palladium (115 mg) was added, and the mixture was refluxed for 4 hr. The reaction mixture was cooled, water was added thereto, and the mixture was extracted with ethyl acetate. T... Reactants: O=Cc1cccc(Br)n1, CCOC(C)=O, Cc1cc(C)c(NCc2ccc3ccccc3c2B2OC(C)(C)C(C)(C)O2)c(C)c1, CO, Cc1ccccc1, ClCCl, O, c1ccc(P(c2ccccc2)(c2ccccc2)[Pd](P(c2ccccc2)(c2ccccc2)c2ccccc2)(P(c2ccccc2)(c2ccccc2)c2ccccc2)P(c2ccccc2)(c2ccccc2)c2ccccc2)cc1. Product: Cc1cc(C)c(NCc2ccc3ccccc3c2-c2cccc(C=O)n2)c(C)c1. As a reaction SMILES: [Br:1][c:2]1[cH:3][cH:4][cH:5][c:6]([CH:8]=[O:9])[n:7]1.[C:40]([O:41][CH2:42][CH3:43])(=[O:44])[CH3:45].[CH3:10][c:11]1[c:12]([NH:13][CH2:14][c:15]2[c:16]([B:25]3[O:26][C:27]([CH3:28])([CH3:29])[C:30]([CH3:31])([CH3:32])[O:33]3)[c:17]3[cH:18][cH:19][cH:20][cH:21][c:22]3[cH:23][cH:24]2)[c:34]([CH3:39])[cH:35][c:36]([CH3:38])[cH:37]1.[CH3:49][OH:50].[CH3:52][c:53]1[cH:54][cH:55][cH:56][cH:57][cH:58]1.[Cl:46][CH2:47][Cl:48].[OH2:51].[cH:59]1[cH:60][cH:61][c:62]([P:63]([Pd:64]([P:65]([c:66]2[cH:67][cH:68][cH:69][cH:70][cH:71]2)([c:72]2[cH:73][cH:74][cH:75][cH:76][cH:77]2)[c:78]2[cH:79][cH:80][cH:81][cH:82][cH:83]2)([P:84]([c:85]2[cH:86][cH:87][cH:88][cH:89][cH:90]2)([c:91]2[cH:92][cH:93][cH:94][cH:95][cH:96]2)[c:97]2[cH:98][cH:99][cH:100][cH:101][cH:102]2)[P:103]([c:104]2[cH:105][cH:106][cH:107][cH:108][cH:109]2)([c:110]2[cH:111][cH:112][cH:113][cH:114][cH:115]2)[c:116]2[cH:117][cH:118][cH:119][cH:120][cH:121]2)([c:122]2[cH:123][cH:124][cH:125][cH:126][cH:127]2)[c:128]2[cH:129][cH:130][cH:131][cH:132][cH:133]2)[cH:134][cH:135]1>>[c:2]1(-[c:16]2[c:15]([CH2:14][NH:13][c:12]3[c:11]([CH3:10])[cH:37][c:36]([CH3:38])[cH:35][c:34]3[CH3:39])[cH:24][cH:23][c:22]3[c:17]2[cH:18][cH:19][cH:20][cH:21]3)[cH:3][cH:4][cH:5][c:6]([CH:8]=[O:9])[n:7]1. Reactants: NC=1N=CC2=C(N1)CCN(C2)C=2C(NC=CC2C)=O (3-(2-amino-7,8-dihydropyrido[4,3-d]pyrimidin-6(5H)-yl)-4-methylpyridin-2(1H)-one), IC1=CC=C(C=C1)C (1-iodo-4-methylbenzene), CNCCNC (N1,N2-dimethylethane-1,2-diamine), P(=O)([O-])([O-])[O-].[K+].[K+].[K+] (Potassium Phosphate). Reagents/catalysts: [Cu](I)I (Copper Iodide). Run in CN1C(CCC1)=O (N-methylpyrrolidone). Run at temperature 70 celsius, time 17 hour. Product: NC=1N=CC2=C(N1)CCN(C2)C=2C(N(C=CC2C)C2=CC=C(C=C2)C)=O (3-(2-amino-7,8-dihydropyrido[4,3-d]pyrimidin-6(5H)-yl)-4-methyl-1-(4-methylphenyl)pyridin-2(1H)-one). Yield: 38.6%. RXN SMILES: [NH2:1][C:2]1[N:3]=[CH:4][C:5]2[CH2:11][N:10]([C:12]3[C:13](=[O:19])[NH:14][CH:15]=[CH:16][C:17]=3[CH3:18])[CH2:9][CH2:8][C:6]=2[N:7]=1.I[C:21]1[CH:26]=[CH:25][C:24]([CH3:27])=[CH:23][CH:22]=1.CNCCNC.P([O-])([O-])([O-])=O.[K+].[K+].[K+]>[Cu](I)I.CN1CCCC1=O>[NH2:1][C:2]1[N:3]=[CH:4][C:5]2[CH2:11][N:10]([C:12]3[C:13](=[O:19])[N:14]([C:21]4[CH:26]=[CH:25][C:24]([CH3:27])=[CH:23][CH:22]=4)[CH:15]=[CH:16][C:17]=3[CH3:18])[CH2:9][CH2:8][C:6]=2[N:7]=1 |f:3.4.5.6|. Procedure details: A degassed solution of 3-(2-amino-7,8-dihydropyrido[4,3-d]pyrimidin-6(5H)-yl)-4-methylpyridin-2(1H)-one (25 mg, 0.097 mmol), 1-iodo-4-methylbenzene (20 mg, 0.097 mmol), N1,N2-dimethylethane-1,2-diamine (5 mg, 0.049 mmol), Copper Iodide (5 mg, 0.024 mmol), and Potassium Phosphate (41 mg, 0.194 mmol) 2 mL of N-methylpyrrolidone was heated to 70° C. After allowing the reaction to stir overnight (17 h) at 70° C., the reaction was complete and allowed to cool to room temperature. The reaction was ext... Starting materials: CO, [Na+], [OH-], CCOC(=O)C=Cc1oc2cccc(O)c2c1C. Product: Cc1c(C=CC(=O)O)oc2cccc(O)c12. RXN SMILES: [CH3:21][OH:22].[Na+:20].[OH-:19].[OH:1][c:2]1[cH:3][cH:4][cH:5][c:6]2[c:7]1[c:8]([CH3:18])[c:9]([CH:11]=[CH:12][C:13](=[O:14])[O:15][CH2:16][CH3:17])[o:10]2>>[OH:1][c:2]1[cH:3][cH:4][cH:5][c:6]2[c:7]1[c:8]([CH3:18])[c:9]([CH:11]=[CH:12][C:13](=[O:14])[OH:15])[o:10]2. Reactants: Cc1ccccc1, CC1(O)C2CC3CC(C2)CC1C3, O, O=S(=O)(O)O. Reaction SMILES: [CH3:18][c:19]1[cH:20][cH:21][cH:22][cH:23][cH:24]1.[CH3:1][C:2]1([OH:12])[CH:3]2[CH2:4][CH:5]3[CH2:6][CH:7]([CH2:8][CH:9]1[CH2:10]3)[CH2:11]2.[OH2:25].[S:13](=[O:14])(=[O:15])([OH:16])[OH:17]>>[CH2:1]=[C:2]1[CH:3]2[CH2:4][CH:5]3[CH2:6][CH:7]([CH2:8][CH:9]1[CH2:10]3)[CH2:11]2. Product: C=C1C2CC3CC(C2)CC1C3. Starting materials: Nc1nc2c(Oc3cc(-c4ccc(Br)cc4)ncn3)cccc2s1, CC(=O)OC(C)=O, Cc1ccccc1. The product is CC(=O)Nc1nc2c(Oc3cc(-c4ccc(Br)cc4)ncn3)cccc2s1. As a reaction SMILES: [Br:1][c:2]1[cH:3][cH:4][c:5](-[c:8]2[cH:9][c:10]([O:14][c:15]3[cH:16][cH:17][cH:18][c:19]4[c:20]3[n:21][c:22]([NH2:24])[s:23]4)[n:11][cH:12][n:13]2)[cH:6][cH:7]1.[CH3:25][C:26](=[O:27])[O:28][C:29](=[O:30])[CH3:31].[CH3:32][c:33]1[cH:34][cH:35][cH:36][cH:37][cH:38]1>>[Br:1][c:2]1[cH:3][cH:4][c:5](-[c:8]2[cH:9][c:10]([O:14][c:15]3[cH:16][cH:17][cH:18][c:19]4[c:20]3[n:21][c:22]([NH:24][C:26]([CH3:25])=[O:27])[s:23]4)[n:11][cH:12][n:13]2)[cH:6][cH:7]1.